From a dataset of the Open Reaction Database (ORD), a public repository of structured organic reaction records. describe an organic reaction: reactants, conditions, products, and yield The reactants are O=C1NC2=CC=C(C=C2C1)C#N (2-oxoindoline-5-carbonitrile), [Si](C)(C)(C(C)(C)C)OC1C=2C=CC(=NC2CCC1)Cl (5-(tert-butyldimethylsilyloxy)-2-chloro-5,6,7,8-tetrahydroquinoline), C(=O)([O-])[O-].[K+].[K+] (K2CO3), CC(C)C1=CC(=C(C(=C1)C(C)C)C2=C(C=CC=C2)P(C3CCCCC3)C4CCCCC4)C(C)C (X-PHOS). The reagents and catalysts are C=1C=CC(=CC1)/C=C/C(=O)/C=C/C2=CC=CC=C2.C=1C=CC(=CC1)/C=C/C(=O)/C=C/C2=CC=CC=C2.C=1C=CC(=CC1)/C=C/C(=O)/C=C/C2=CC=CC=C2.[Pd].[Pd] (Pd2(dba)3). The solvent is C1CCOC1 (THF). Reaction conditions: temperature 80 celsius. The product is [Si](C)(C)(C(C)(C)C)OC1C=2C=CC(=NC2CCC1)C1C(NC2=CC=C(C=C12)C#N)=O (3-(5-(tert-Butyldimethylsilyloxy)-5,6,7,8-tetrahydroquinolin-2-yl)-2-oxoindoline-5-carbonitrile). The yield is 40.0%. As a reaction SMILES: [O:1]=[C:2]1[CH2:10][C:9]2[C:4](=[CH:5][CH:6]=[C:7]([C:11]#[N:12])[CH:8]=2)[NH:3]1.[Si:13]([O:20][CH:21]1[CH2:30][CH2:29][CH2:28][C:27]2[N:26]=[C:25](Cl)[CH:24]=[CH:23][C:22]1=2)([C:16]([CH3:19])([CH3:18])[CH3:17])([CH3:15])[CH3:14].C([O-])([O-])=O.[K+].[K+].CC(C1C=C(C(C)C)C(C2C=CC=CC=2P(C2CCCCC2)C2CCCCC2)=C(C(C)C)C=1)C>C1COCC1.C1C=CC(/C=C/C(/C=C/C2C=CC=CC=2)=O)=CC=1.C1C=CC(/C=C/C(/C=C/C2C=CC=CC=2)=O)=CC=1.C1C=CC(/C=C/C(/C=C/C2C=CC=CC=2)=O)=CC=1.[Pd].[Pd]>[Si:13]([O:20][CH:21]1[CH2:30][CH2:29][CH2:28][C:27]2[N:26]=[C:25]([CH:10]3[C:9]4[C:4](=[CH:5][CH:6]=[C:7]([C:11]#[N:12])[CH:8]=4)[NH:3][C:2]3=[O:1])[CH:24]=[CH:23][C:22]1=2)([C:16]([CH3:19])([CH3:18])[CH3:17])([CH3:15])[CH3:14] |f:2.3.4,7.8.9.10.11|. Procedure: To a suspension of 2-oxoindoline-5-carbonitrile (30 mg, 0.190 mmol) in THF placed in a microwave vial were added sequentially 5-(tert-butyldimethylsilyloxy)-2-chloro-5,6,7,8-tetrahydroquinoline (67.8 mg, 0.228 mmol), K2CO3 (52.4 mg, 0.379 mmol), X-PHOS (7.23 mg, 0.015 mmol), and Pd2(dba)3 (3.47 mg, 3.79 μmol). The vial was sealed and flushed with argon. The mixture was heated in a microwave oven at 80° C. for 95 min. The mixture was cooled to RT and diluted with water and ethyl acetate. The orga... Reaction conditions: time 18 hour. The solvent is ClCCl (dichloromethane). Reaction SMILES: [F:1][C:2]1[CH:3]=[C:4]([CH2:9][C:10]([OH:12])=O)[CH:5]=[C:6]([F:8])[CH:7]=1.[NH2:13][NH:14][C:15]([NH2:17])=[S:16].OC1C2N=NNC=2C=CC=1.Cl.C(N=C=NCCCN(C)C)C>ClCCl>[F:1][C:2]1[CH:3]=[C:4]([CH2:9][C:10]([N:14]([C:15](=[S:16])[NH2:17])[NH2:13])=[O:12])[CH:5]=[C:6]([F:8])[CH:7]=1 |f:3.4|. Reported procedure: 2.5 g of 3,5-difluorophenylacetic acid (14.52 mmol, 1 eq.) are placed in 70 mL of dichloromethane with stirring. 1.46 g of thiosemicarbazide (15.98 mmol, 1.1 eq.), 2.22 g of hydroxybenzotriazole (14.52 mmol, 1 eq.) and 2.78 g of 1-ethyl-3-(3-dimethylaminopropyl)carbodiimide hydrochloride (14.52 mmol, 1 eq.) are successively added with continued stirring at room temperature. After 18 hours at room temperature, the dichloromethane is evaporated off. The residue is taken up in ethyl acetate and 1N ... Reactants: NNC(=S)N (thiosemicarbazide), OC1=CC=CC=2NN=NC21 (hydroxybenzotriazole), Cl.C(C)N=C=NCCCN(C)C (1-ethyl-3-(3-dimethylaminopropyl)carbodiimide hydrochloride), FC=1C=C(C=C(C1)F)CC(=O)O (3,5-difluorophenylacetic acid). Product: FC=1C=C(C=C(C1)F)CC(=O)N(N)C(N)=S ([(3,5-difluorophenyl)acetyl]hydrazinecarbothioamide). The yield is 46.9%. Starting materials: H2N—CO—NH2(m) HNCO(g)H2N—CO—NH—CO—NH2, N=C=O (HNCO), N=C=O (isocyanic acid), H2N—CO—NH2(m) heatH2N—CO—NH2, NC(=O)N (H2N—CO—NH2), NC(=O)NC(=O)N (biuret). The product is N1C(=O)NC(=O)NC1=O (cyanuric acid), N (ammonia). As a reaction SMILES: [NH2:1][C:2]([NH2:4])=[O:3].[NH:5]=C=O.N[C:9]([NH:11][C:12](N)=[O:13])=[O:10]>>[NH:1]1[C:12](=[O:13])[NH:11][C:9](=[O:10])[NH:4][C:2]1=[O:3].[NH3:5]. Procedure details: The selective control over pH may be accomplished using any of a variety of well-known buffering systems known in the art. One such buffering system utilizes urea thermal decomposition (i.e., pyrolysis) to increase pH to the desired value. The pyrolysis of urea is well known, and has been described in, for instance, Study of the Urea Decomposition (Pyrolysis) Reaction and Importance to Cyanuric Acid Production, Peter M. Shaber, et al., American Laboratory (August 1999), which is incorporated her... Reactants: C[Mg]Br (methylmagnesium bromide), C(C)OCC (diethyl ether), C(#N)C1=C2C=3C(CNC3C=C1)CC(C2)N(CCC)CCC (6-cyano-4-(di-n-propylamino)-1,2,2a,3,4,5-hexahydrobenz[cd]indole), Grignard reagent, [NH4+].[Cl-] (NH4Cl). The solvent is C1=CC=CC=C1 (benzene). Run at time 30 minute. Yields the product C(C)(=O)C1=C2C=3[C@H](CNC3C=C1)C[C@@H](C2)N(CCC)CCC ((2aR,4S)-6-acetyl-4-(di-n-propylamino)-1,2,2a,3,4,5-hexahydrobenz[cd]indole). As a reaction SMILES: C(C1[CH:11]=[CH:10][C:9]2[NH:8][CH2:7][CH:6]3[CH2:12][CH:13]([N:15]([CH2:19][CH2:20][CH3:21])[CH2:16][CH2:17][CH3:18])[CH2:14][C:4]=1[C:5]=23)#N.[CH3:22][Mg]Br.[NH4+].[Cl-].C([O:29][CH2:30][CH3:31])C>C1C=CC=CC=1>[C:30]([C:31]1[CH:11]=[CH:10][C:9]2[NH:8][CH2:7][C@@H:6]3[CH2:12][C@H:13]([N:15]([CH2:19][CH2:20][CH3:21])[CH2:16][CH2:17][CH3:18])[CH2:14][C:4]=1[C:5]=23)(=[O:29])[CH3:22] |f:2.3|. Procedure: A solution of 0.5 g (1.8 mmol) of 6-cyano-4-(di-n-propylamino)-1,2,2a,3,4,5-hexahydrobenz[cd]indole prepared as in Example 2 in 75 mL of benzene was treated with 5 mL of 2.0M methylmagnesium bromide in diethyl ether. The reaction mixture was refluxed for 2 days. The reaction mixture was cooled and excess Grignard reagent was decomposed with addition of saturated aqueous NH4Cl solution. The benzene layer was separated and washed once with saturated aqueous NaCl solution. The organic solution was ... Starting materials: CC(C)(C)ON=O, Nc1c(Br)cc2oc3ccccc3c2c1Br, CN(C)C=O. The product is Brc1cc(Br)c2c(c1)oc1ccccc12. As a reaction SMILES: [C:1]([O:2][N:3]=[O:4])([CH3:5])([CH3:6])[CH3:7].[NH2:8][c:9]1[c:10]([Br:23])[c:11]2[c:12]([o:13][c:14]3[c:15]2[cH:16][cH:17][cH:18][cH:19]3)[cH:20][c:21]1[Br:22].[O:24]=[CH:25][N:26]([CH3:27])[CH3:28]>>[cH:9]1[c:10]([Br:23])[c:11]2[c:12]([o:13][c:14]3[c:15]2[cH:16][cH:17][cH:18][cH:19]3)[cH:20][c:21]1[Br:22]. Starting materials: CS(=O)(=O)Cl (methanesulfonyl chloride), N1C(NCCCC1)=S (hexahydro-2H-1,3-diazepin-2-thione), benzoin methanesulfonate esters, C1(=CC=CC=C1)C(=O)C(O)C1=CC=CC=C1 (benzoin), benzoin methanesulfonate esters. The solvent is C1(=CC=CC=C1)C (toluene), C1(=CC=CC=C1)C (toluene), C(C)N(CC)CC (triethylamine), O (water), CC(=O)C (acetone). Reaction conditions: time 2 hour. Yields the product CS(=O)(=O)OC1(C(SC=2N1CCCCN2)C2=CC=CC=C2)C2=CC=CC=C2 (2,3,5,6,7,8-Hexahydro-2,3-diphenylthiazolo[3,2-a][1,3]-diazepin-3-ol methanesulfonate). Reaction SMILES: [CH3:1][S:2](Cl)(=[O:4])=[O:3].[C:6]1([C:12]([CH:14]([C:16]2[CH:21]=[CH:20][CH:19]=[CH:18][CH:17]=2)O)=[O:13])[CH:11]=[CH:10][CH:9]=[CH:8][CH:7]=1.[NH:22]1[CH2:28][CH2:27][CH2:26][CH2:25][NH:24][C:23]1=[S:29]>CC(C)=O.O.C1(C)C=CC=CC=1.C(N(CC)CC)C>[CH3:1][S:2]([O:13][C:12]1([C:6]2[CH:11]=[CH:10][CH:9]=[CH:8][CH:7]=2)[N:24]2[CH2:25][CH2:26][CH2:27][CH2:28][N:22]=[C:23]2[S:29][CH:14]1[C:16]1[CH:21]=[CH:20][CH:19]=[CH:18][CH:17]=1)(=[O:4])=[O:3]. Procedure details: A mixture of 7.75 ml. of methanesulfonyl chloride in 200 ml. of toluene is added, over a period of one hour, to a stirred mixture of 21.2 g. of benzoin, 28 ml. of triethylamine and 100 ml. of toluene. The mixture is allowed to stand 2 hours, 100 ml. of water is added and the emulsion is filtered giving a solid which is washed with water and dried, giving 14.5 g. of benzoin methanesulfonate esters. A 2.90 g. portion of benzoin methanesulfonate esters and 1.30 g. of hexahydro-2H-1,3-diazepin-2-thi... The reactants are [H-].[Al+3].[Li+].[H-].[H-].[H-] (lithium aluminum hydride), solution, N(=[N+]=[N-])C(CCCCCCCCCCCC)C=1C=C(OC1)[Si](CC)(CC)CC (4-(1-azidotridecyl)-2-triethylsilylfuran). Solvent: C1CCOC1 (THF). Conditions: time 2 hour. Yields the product NC(CCCCCCCCCCCC)C=1C=C(OC1)[Si](CC)(CC)CC (4-(1-Aminotridecyl)-2-triethylsilylfuran). As a reaction SMILES: [H-].[Al+3].[Li+].[H-].[H-].[H-].[N:7]([CH:10]([C:23]1[CH:24]=[C:25]([Si:28]([CH2:33][CH3:34])([CH2:31][CH3:32])[CH2:29][CH3:30])[O:26][CH:27]=1)[CH2:11][CH2:12][CH2:13][CH2:14][CH2:15][CH2:16][CH2:17][CH2:18][CH2:19][CH2:20][CH2:21][CH3:22])=[N+]=[N-]>C1COCC1>[NH2:7][CH:10]([C:23]1[CH:24]=[C:25]([Si:28]([CH2:33][CH3:34])([CH2:31][CH3:32])[CH2:29][CH3:30])[O:26][CH:27]=1)[CH2:11][CH2:12][CH2:13][CH2:14][CH2:15][CH2:16][CH2:17][CH2:18][CH2:19][CH2:20][CH2:21][CH3:22] |f:0.1.2.3.4.5|. Procedure details: A solution of lithium aluminum hydride (a 1.0M solution in THF; 4.22 ml, 4.22 mmol) was added slowly to a solution of 4-(1-azidotridecyl)-2-triethylsilylfuran (1.55 g, 3.84 mmol) at 0 degrees C. under argon. After stirring at room temperature for 2 hours, the mixture was cooled to 0 degrees C. and quenched with 2M sodium hydroxide. Anhydrous sodium sulfate was added to coagulate the aluminum salt and the mixture was extracted thoroughly with ethyl acetate. Evaporation of the dried (magnesium sul...